This data is from the Open Reaction Database (ORD), a public repository of structured organic reaction records. The task is: describe an organic reaction: reactants, conditions, products, and yield The reactants are OC(=O)O (dihydroxyketone), C(C1=CC=CC=C1)(=O)Cl (benzoyl chloride), II (iodine), ClC1=C(C=C(C(=C1)OC)OC)C(=O)C1=CC=CC=C1 ((2-chloro-4,5-dimethoxyphenyl)-phenylmethanone), ClC1=CC(=C(C=C1)OC)OC (4-chloro-1,2-dimethoxybenzene), ClC1=CC(=C(C=C1)OC)OC (4-chloro-1,2-dimethoxybenzene), N1=C(C=CC=C1)OC(C1=CC=CC=C1)=O ((2-pyridinyl)-benzoate). Run in FC(C(=O)O)(F)F (trifluoroacetic acid). The product is OC1=CC(=C(C=C1O)C(=O)C1=CC=CC=C1)Cl ((4,5-dihydroxy-2-chlorophenyl)-phenylmethanone). RXN SMILES: OC(O)=O.[Cl:5][C:6]1[CH:11]=[C:10]([O:12]C)[C:9]([O:14]C)=[CH:8][C:7]=1[C:16]([C:18]1[CH:23]=[CH:22][CH:21]=[CH:20][CH:19]=1)=[O:17].ClC1C=CC(OC)=C(OC)C=1.C(Cl)(=O)C1C=CC=CC=1.II.N1C=CC=CC=1OC(=O)C1C=CC=CC=1>FC(F)(F)C(O)=O>[OH:12][C:10]1[C:9]([OH:14])=[CH:8][C:7]([C:16]([C:18]2[CH:23]=[CH:22][CH:21]=[CH:20][CH:19]=2)=[O:17])=[C:6]([Cl:5])[CH:11]=1. Procedure: The afore-mentioned dihydroxyketone can also be obtained in two stages analogously to Example 9a) and b). The (2-chloro-4,5-dimethoxyphenyl)-phenylmethanone required for this purpose can be obtained by acylating 4-chloro-1,2-dimethoxybenzene with benzoyl chloride in the presence of iodine. It is easier to obtain, however, if one equivalent of 4-chloro-1,2-dimethoxybenzene is heated in a bomb tube at 150° for 2 hours with 1.1 equivalents of (2-pyridinyl)-benzoate in trifluoroacetic acid. After wo... Starting materials: ClC1=C(C(=O)OC(C)C)C=C(C(=C1)F)N1C(NC(=CC1=O)C(C(F)(F)F)(F)F)=O (isopropyl 2-chloro-5-[3,6-dihydro-2,6-dioxo-4-pentafluoroethyl -1(2H)-pyrimidinyl ]-4-fluorobenzoate), [H-].[Na+] (sodium hydride), O (water), S(=O)(=O)(OC)OC (dimethyl sulphate). The solvent is CN(C=O)C (dimethylformamide). Conditions: time 30 minute. The product is ClC1=C(C(=O)OC(C)C)C=C(C(=C1)F)N1C(=NC(=CC1=O)C(C(F)(F)F)(F)F)OC (isopropyl 2-chloro-4-fluoro-5-[2-methoxy-6-oxo-4-pentafluoroethyl -1(6H)-pyrimidinyl]-benzoate). As a reaction SMILES: [Cl:1][C:2]1[CH:13]=[C:12]([F:14])[C:11]([N:15]2[C:20](=[O:21])[CH:19]=[C:18]([C:22]([F:28])([F:27])[C:23]([F:26])([F:25])[F:24])[NH:17][C:16]2=[O:29])=[CH:10][C:3]=1[C:4]([O:6][CH:7]([CH3:9])[CH3:8])=[O:5].[H-].[Na+].S(OC)(O[CH3:36])(=O)=O.O>CN(C)C=O>[Cl:1][C:2]1[CH:13]=[C:12]([F:14])[C:11]([N:15]2[C:20](=[O:21])[CH:19]=[C:18]([C:22]([F:27])([F:28])[C:23]([F:25])([F:26])[F:24])[N:17]=[C:16]2[O:29][CH3:36])=[CH:10][C:3]=1[C:4]([O:6][CH:7]([CH3:8])[CH3:9])=[O:5] |f:1.2|. Procedure: 9.51 g of isopropyl 2-chloro-5-[3,6-dihydro-2,6-dioxo-4-pentafluoroethyl -1(2H)-pyrimidinyl ]-4-fluorobenzoate are added at room temperature while stirring to a suspension of 0.93 g of a 55% sodium hydride dispersion in 25 ml of dimethylformamide and the mixture is stirred at room temperature for 30 minutes. The mixture is subsequently treated with 4.04 g of dimethyl sulphate and stirred at 50° C. for 4 hours. The reaction mixture is cooled and poured into 500 ml of water, and the aqueous soluti... The reactants are Cl (hydrochloric acid), COC(=O)C1C(C2(CCCC2)CC(C1)(C)C)=O (9,9-dimethyl-6-oxo-spiro[4.5]decane-7-carboxylic acid methyl ester), O.O.[Cl-].[Ca+2].[Cl-] (calcium chloride dihydrate), [BH4-].[Na+] (sodium borohydride). Run in [Cl-].[Na+].O (brine), C1(=CC=CC=C1)C (toluene), CO (methanol). Product: COC(=O)C1C(C2(CCCC2)CC(C1)(C)C)O (6-hydroxy-9,9-dimethyl-spiro[4.5]decane-7-carboxylic acid methyl ester). Isolated yield 75.1%. Reaction SMILES: [CH3:1][O:2][C:3]([CH:5]1[CH2:14][C:13]([CH3:16])([CH3:15])[CH2:12][C:7]2([CH2:11][CH2:10][CH2:9][CH2:8]2)[C:6]1=[O:17])=[O:4].O.O.[Cl-].[Ca+2].[Cl-].[BH4-].[Na+].Cl>CO.[Cl-].[Na+].O.C1(C)C=CC=CC=1>[CH3:1][O:2][C:3]([CH:5]1[CH2:14][C:13]([CH3:15])([CH3:16])[CH2:12][C:7]2([CH2:11][CH2:10][CH2:9][CH2:8]2)[CH:6]1[OH:17])=[O:4] |f:1.2.3.4.5,6.7,10.11.12|. Procedure details: To a solution of 9,9-dimethyl-6-oxo-spiro[4.5]decane-7-carboxylic acid methyl ester (450 mg) obtained in Step 1 in methanol (4.5 mL) was added calcium chloride dihydrate (417 mg), followed by stirring under ice-cooling for 15 minutes. Then, to the reaction mixture was added sodium borohydride (90 mg) in three portions, followed by stirring the reaction mixture under ice-cooling for 1.5 hours. To the reaction mixture were added successively 2N aqueous hydrochloric acid solution, toluene and satur...